From a dataset of the Open Reaction Database (ORD), a public repository of structured organic reaction records. describe an organic reaction: reactants, conditions, products, and yield Reactants: C(C1=CC=CC=C1)ON1[C@@H]2CC[C@H](N(C1=O)C2)C(=O)NOCC2CN(CCC2)C(=O)OC(C)(C)C (tert-butyl 3-{[({[(2S,5R)-6-(benzyloxy)-7-oxo-1,6-diazabicyclo[3.2.1]oct-2-yl]carbonyl}amino)oxy]methyl}piperidine-1-carboxylate). The reagents and catalysts are [Pd] (Pd/C). The solvent is CO (methanol). Reaction conditions: time 3 hour. The product is ON1[C@@H]2CC[C@H](N(C1=O)C2)C(=O)NOCC2CN(CCC2)C(=O)OC(C)(C)C (tert-butyl 3-{[({[(2S,5R)-6-hydroxy-7-oxo-1,6-diazabicyclo[3.2.1]oct-2-yl]carbonyl}amino)oxy]methyl}piperidine-1-carboxylate). The yield is 101.0%. RXN SMILES: C([O:8][N:9]1[C:15](=[O:16])[N:14]2[CH2:17][C@H:10]1[CH2:11][CH2:12][C@H:13]2[C:18]([NH:20][O:21][CH2:22][CH:23]1[CH2:28][CH2:27][CH2:26][N:25]([C:29]([O:31][C:32]([CH3:35])([CH3:34])[CH3:33])=[O:30])[CH2:24]1)=[O:19])C1C=CC=CC=1>CO.[Pd]>[OH:8][N:9]1[C:15](=[O:16])[N:14]2[CH2:17][C@H:10]1[CH2:11][CH2:12][C@H:13]2[C:18]([NH:20][O:21][CH2:22][CH:23]1[CH2:28][CH2:27][CH2:26][N:25]([C:29]([O:31][C:32]([CH3:35])([CH3:34])[CH3:33])=[O:30])[CH2:24]1)=[O:19]. Procedure: A mixture of tert-butyl 3-{[({[(2S,5R)-6-(benzyloxy)-7-oxo-1,6-diazabicyclo[3.2.1]oct-2-yl]carbonyl}amino)oxy]methyl}piperidine-1-carboxylate 153 (0.40 g, 0.82 mmol) and Pd/C (0.13 g) in methanol (20 mL) was hydrogenated at 1 atm at room temperature for 3 h. The mixture was filtered through Celite pad and concentrated to give 154 (0.33 g, quantitative yield) as a white foam. The reactants are BrC=1C=NC=C(C1)OC1CC1 (3-bromo-5-(cyclopropyloxy)pyridine), C([O-])([O-])=O.[Cs+].[Cs+] (cesium carbonate), FC1=C(C=C(C=C1)B1OC(C(O1)(C)C)(C)C)[C@@]12N=C(SC[C@@H]1[C@H](OC2)C)N(C(=O)OC(C)(C)C)C(=O)OC(C)(C)C (di-tert-Butyl {(4aS,5R,7aS)-7a-[2-fluoro-5-(4,4,5,5-tetramethyl-1,3,2-dioxaborolan-2-yl)phenyl]-5-methyl-4a,5,7,7a-tetrahydro-4H-furo[3,4-d][1,3]thiazin-2-yl}imidodicarbonate), O (water). The reagents and catalysts are C1([P]([Pd][P](C2=CC=CC=C2)(C3=CC=CC=C3)C4=CC=CC=C4)(C5=CC=CC=C5)C6=CC=CC=C6)=CC=CC=C1 (bis(triphenylphosphine)palladium). The solvent is C(=O)(O)[O-].[Na+] (NaHCO3), COCCOC (1,2-dimethoxyethane), C(C)O (ethanol). Reaction conditions: temperature 100 celsius, time 1 hour. Yields the product C1(CC1)OC=1C=C(C=NC1)C=1C=CC(=C(C1)[C@@]12N=C(SC[C@@H]1[C@H](OC2)C)N)F ((4aS,5R,7aS)-7a-(5-(5-cyclopropoxypyridin-3-yl)-2-fluorophenyl)-5-methyl-4a,5,7,7a-tetrahydro-4H-furo[3,4-d][1,3]thiazin-2-amine). Reaction SMILES: [F:1][C:2]1[CH:7]=[CH:6][C:5](B2OC(C)(C)C(C)(C)O2)=[CH:4][C:3]=1[C@:17]12[CH2:25][O:24][C@H:23]([CH3:26])[C@H:22]1[CH2:21][S:20][C:19]([N:27](C(OC(C)(C)C)=O)C(OC(C)(C)C)=O)=[N:18]2.O.Br[C:44]1[CH:45]=[N:46][CH:47]=[C:48]([O:50][CH:51]2[CH2:53][CH2:52]2)[CH:49]=1.C(=O)([O-])[O-].[Cs+].[Cs+]>COCCOC.C([O-])(O)=O.[Na+].C1(C=CC=CC=1)[P](C1C=CC=CC=1)(C1C=CC=CC=1)[Pd][P](C1C=CC=CC=1)(C1C=CC=CC=1)C1C=CC=CC=1.C(O)C>[CH:51]1([O:50][C:48]2[CH:49]=[C:44]([C:5]3[CH:6]=[CH:7][C:2]([F:1])=[C:3]([C@:17]45[CH2:25][O:24][C@H:23]([CH3:26])[C@H:22]4[CH2:21][S:20][C:19]([NH2:27])=[N:18]5)[CH:4]=3)[CH:45]=[N:46][CH:47]=2)[CH2:53][CH2:52]1 |f:3.4.5,7.8,^1:76,90|. Reported procedure: di-tert-Butyl {(4aS,5R,7aS)-7a-[2-fluoro-5-(4,4,5,5-tetramethyl-1,3,2-dioxaborolan-2-yl)phenyl]-5-methyl-4a,5,7,7a-tetrahydro-4H-furo[3,4-d][1,3]thiazin-2-yl}imidodicarbonate (0.13 g, 0.22 mmol) was dissolved in 1,2-dimethoxyethane (1.5 mL), water (0.7 mL) and ethanol (0.5 mL) The resulting solution was heated to 100° C. and to it was added 3-bromo-5-(cyclopropyloxy)pyridine (0.28 g, 1.32 mmol), cesium carbonate (0.43 g, 1.32 mmol) and bis(triphenylphosphine)palladium (II) dichloride (0.046 g, 0... Starting materials: CC(=O)[O-], CC(=O)[O-], CC(C)N1CCN(C(=O)c2ccc3[nH]c(C(=O)N4CCC(F)(F)CC4)cc3c2Cl)CC1, OB(O)c1ccnc(Cl)c1, [Cu+2], c1ccncc1. The product is CC(C)N1CCN(C(=O)c2ccc3c(cc(C(=O)N4CCC(F)(F)CC4)n3-c3ccnc(Cl)c3)c2Cl)CC1. Reaction SMILES: [C:42]([O-:43])(=[O:44])[CH3:45].[C:47]([O-:48])(=[O:49])[CH3:50].[Cl:1][c:2]1[c:3]2[cH:4][c:5]([C:22](=[O:23])[N:24]3[CH2:25][CH2:26][C:27]([F:30])([F:31])[CH2:28][CH2:29]3)[nH:6][c:7]2[cH:8][cH:9][c:10]1[C:11](=[O:12])[N:13]1[CH2:14][CH2:15][N:16]([CH:19]([CH3:20])[CH3:21])[CH2:17][CH2:18]1.[Cl:32][c:33]1[n:34][cH:35][cH:36][c:37]([B:39]([OH:40])[OH:41])[cH:38]1.[Cu+2:46].[cH:51]1[cH:52][cH:53][n:54][cH:55][cH:56]1>>[Cl:1][c:2]1[c:3]2[cH:4][c:5]([C:22](=[O:23])[N:24]3[CH2:25][CH2:26][C:27]([F:30])([F:31])[CH2:28][CH2:29]3)[n:6](-[c:37]3[cH:36][cH:35][n:34][c:33]([Cl:32])[cH:38]3)[c:7]2[cH:8][cH:9][c:10]1[C:11](=[O:12])[N:13]1[CH2:14][CH2:15][N:16]([CH:19]([CH3:20])[CH3:21])[CH2:17][CH2:18]1. Reactants: C(=O)C1=C(NC2=CC(=CC(=C12)Cl)Cl)C(=O)OCC (3-formyl-2-carboethoxy-4,6-dichloroindole), O (water), C([O-])([O-])=O.[K+].[K+] (potassium carbonate), C1(=CC=C(C=C1)S(=O)(=O)Cl)C (p-toluenesulfonyl chloride). Solvent: CN(C=O)C (dimethylformamide). Reaction conditions: time 18 hour. The product is C(=O)C1=C(N(C2=CC(=CC(=C12)Cl)Cl)S(=O)(=O)C1=CC=C(C=C1)C)C(=O)OCC (3-Formyl-1-p-toluenesulfonyl-2-carboethoxy-4,6-dichloroindole). Reaction SMILES: [CH:1]([C:3]1[C:11]2[C:6](=[CH:7][C:8]([Cl:13])=[CH:9][C:10]=2[Cl:12])[NH:5][C:4]=1[C:14]([O:16][CH2:17][CH3:18])=[O:15])=[O:2].C(=O)([O-])[O-].[K+].[K+].[C:25]1([CH3:35])[CH:30]=[CH:29][C:28]([S:31](Cl)(=[O:33])=[O:32])=[CH:27][CH:26]=1.O>CN(C)C=O>[CH:1]([C:3]1[C:11]2[C:6](=[CH:7][C:8]([Cl:13])=[CH:9][C:10]=2[Cl:12])[N:5]([S:31]([C:28]2[CH:29]=[CH:30][C:25]([CH3:35])=[CH:26][CH:27]=2)(=[O:33])=[O:32])[C:4]=1[C:14]([O:16][CH2:17][CH3:18])=[O:15])=[O:2] |f:1.2.3|. Reported procedure: Combine 3-formyl-2-carboethoxy-4,6-dichloroindole (46.3 g. 162 mmol) and anhydrous potassium carbonate (44.9 g, 325 mmol) in dimethylformamide (600 mL). Add p-toluenesulfonyl chloride (42.9 g, 225 mmol). After 18 hours, pour the reaction mixture into water (3 L) and stir to give a solid. Filter, rinse with water and diethyl ether, and recrystallize from acetonitrile/dichloroethane to give the title compound: mp 189°-191° C. (dec); Rf =0.64 (silica gel, 1/1 ether/hexane); 1H NMR (CDCl3) δ10.71 (s...